From a dataset of the Open Reaction Database (ORD), a public repository of structured organic reaction records. describe an organic reaction: reactants, conditions, products, and yield Product: NC1=C(C2=CC=C(C=C2)CN2C(=NC=3C2=NC(=CC3C)C)CC)C=CC=C1 (3-(2'-Aminobiphen-4-yl)methyl-5,7-dimethyl-2-ethyl-3H-imidazo[4,5-b]pyridine). Isolated yield 95.6%. Procedure: To a solution of 0.340 g (0.88 mmol) of the product of Step 1 in 15 mL of absolute ethanol was added 35 mg of 10% palladium on carbon catalyst and the mixture was hydrogenated at 40 psi of hydrogen on a Parr apparatus. Reduction was complete after 1.5 hours and the reaction mixture was filtered and evaporated in vacuo to afford a tan solid (0.300 g, 95%) which was used in the subsequent step without further purification. The reagents and catalysts are [Pd] (palladium on carbon). Run at time 1.5 hour. The reactants are CC1=CC(=C2C(=N1)N(C(=N2)CC)CC2=CC=C(C=C2)C2=C(C=CC=C2)[N+](=O)[O-])C (5,7-Dimethyl-2-ethyl-3-[(2'-nitrobiphen-4-yl)methyl]-3H-imidazo[4,5-b]pyridine), [H][H] (hydrogen). Solvent: C(C)O (ethanol). RXN SMILES: [CH3:1][C:2]1[N:7]=[C:6]2[N:8]([CH2:13][C:14]3[CH:19]=[CH:18][C:17]([C:20]4[CH:25]=[CH:24][CH:23]=[CH:22][C:21]=4[N+:26]([O-])=O)=[CH:16][CH:15]=3)[C:9]([CH2:11][CH3:12])=[N:10][C:5]2=[C:4]([CH3:29])[CH:3]=1.[H][H]>C(O)C.[Pd]>[NH2:26][C:21]1[CH:22]=[CH:23][CH:24]=[CH:25][C:20]=1[C:17]1[CH:18]=[CH:19][C:14]([CH2:13][N:8]2[C:6]3=[N:7][C:2]([CH3:1])=[CH:3][C:4]([CH3:29])=[C:5]3[N:10]=[C:9]2[CH2:11][CH3:12])=[CH:15][CH:16]=1.